Dataset: the Open Reaction Database (ORD), a public repository of structured organic reaction records. Task: describe an organic reaction: reactants, conditions, products, and yield The reactants are CC=1C=C(C=CC1OC=1C=NC(=CC1)C)NC=1C2=C(N=CN1)C=C(N2)C=2C=C(CNC(OC(C)(C)C)=O)C=CC2 (tert-Butyl 3-[4-({3-methyl-4-[(6-methylpyridin-3-yl)oxy]phenyl}amino)-5H-pyrrolo[3,2-d]pyrimidin-6-yl]benzylcarbamate), Cl (hydrochloric acid), [OH-].[Na+] (sodium hydroxide). Run in O1CCCC1 (tetrahydrofuran). Run at temperature 60 celsius. Product: NCC=1C=C(C=CC1)C1=CC=2N=CN=C(C2N1)NC1=CC(=C(C=C1)OC=1C=NC(=CC1)C)C (6-[3-(aminomethyl)phenyl]-N-{3-methyl-4-[(6-methylpyridin-3-yl)oxy]phenyl}-5H-pyrrolo[3,2-d]pyrimidin-4-amine). Yield: 87.7%. Reaction SMILES: [CH3:1][C:2]1[CH:3]=[C:4]([NH:16][C:17]2[C:18]3[NH:25][C:24]([C:26]4[CH:27]=[C:28]([CH:38]=[CH:39][CH:40]=4)[CH2:29][NH:30]C(=O)OC(C)(C)C)=[CH:23][C:19]=3[N:20]=[CH:21][N:22]=2)[CH:5]=[CH:6][C:7]=1[O:8][C:9]1[CH:10]=[N:11][C:12]([CH3:15])=[CH:13][CH:14]=1.Cl.[OH-].[Na+]>O1CCCC1>[NH2:30][CH2:29][C:28]1[CH:27]=[C:26]([C:24]2[NH:25][C:18]3[C:17]([NH:16][C:4]4[CH:5]=[CH:6][C:7]([O:8][C:9]5[CH:10]=[N:11][C:12]([CH3:15])=[CH:13][CH:14]=5)=[C:2]([CH3:1])[CH:3]=4)=[N:22][CH:21]=[N:20][C:19]=3[CH:23]=2)[CH:40]=[CH:39][CH:38]=1 |f:2.3|. Reported procedure: tert-Butyl 3-[4-({3-methyl-4-[(6-methylpyridin-3-yl)oxy]phenyl}amino)-5H-pyrrolo[3,2-d]pyrimidin-6-yl]benzylcarbamate (230 mg) was suspended in tetrahydrofuran (2.3 mL), 2N hydrochloric acid (2.3 mL) was added, and the mixture was stirred with heating at 60° C. for 3 hrs. After cooling to room temperature, 1N aqueous sodium hydroxide solution (4.6 mL) was added, and the mixture was stirred at room temperature for 5 min. The solvent was removed by decantation, and the residue was dissolved in tet...